From a dataset of the Open Reaction Database (ORD), a public repository of structured organic reaction records. describe an organic reaction: reactants, conditions, products, and yield The reactants are four, [H-].[Na+] (sodium hydride), FC(C(CC(=O)OCC)=O)(F)F (ethyl 4,4,4-trifluoroacetoacetate), COC1=CC=C(CCl)C=C1 (4-methoxybenzyl chloride), [H][H] (hydrogen). Run in C(C)OCC (ethyl ether), C(C)O (ethanol). Yields the product COC1=CC=C(CC(C(=O)OCC)C(C(F)(F)F)=O)C=C1 (Ethyl 2-(4-methoxybenzyl)-3-oxo-4,4,4-trifluorobutanoate). Reaction SMILES: [H-].[Na+].[H][H].[F:5][C:6]([F:16])([F:15])[C:7](=[O:14])[CH2:8][C:9]([O:11][CH2:12][CH3:13])=[O:10].[CH3:17][O:18][C:19]1[CH:26]=[CH:25][C:22]([CH2:23]Cl)=[CH:21][CH:20]=1>C(O)C.C(OCC)C>[CH3:17][O:18][C:19]1[CH:26]=[CH:25][C:22]([CH2:23][CH:8]([C:7](=[O:14])[C:6]([F:15])([F:16])[F:5])[C:9]([O:11][CH2:12][CH3:13])=[O:10])=[CH:21][CH:20]=1 |f:0.1|. Procedure: A 1 L four neck round bottom flask, fitted with reflux condenser, dropping funnel, argon inlet, and magnetic stirrer was charged with 7.17 g (0.149 mol) of a 50% (w/v) oil dispersion of sodium hydride and 300 mL of dry ethyl ether. Absolute ethanol (9.0 mL) was slowly added to the stirred solution. After the evolution of hydrogen stopped, a mixture of 25 g (0.136 mol) of ethyl 4,4,4-trifluoroacetoacetate and 21.3 g (0.136 mol) of 4-methoxybenzyl chloride was added over a 1 hour period. The resul... The reactants are OC1=CC=C(C(C(=O)OCC)O)C=C1 (ethyl 4-hydroxymandelate), BrCCCBr (1,3-dibromopropane), C([O-])([O-])=O.[Cs+].[Cs+] (cesium carbonate). Solvent: CN(C)C=O (DMF). Product: BrCCCOC1=CC=C(C(C(=O)OCC)O)C=C1 (Ethyl 4-(3-bromopropoxy)mandelate). RXN SMILES: [OH:1][C:2]1[CH:14]=[CH:13][C:5]([CH:6]([OH:12])[C:7]([O:9][CH2:10][CH3:11])=[O:8])=[CH:4][CH:3]=1.[Br:15][CH2:16][CH2:17][CH2:18]Br.C(=O)([O-])[O-].[Cs+].[Cs+]>CN(C=O)C>[Br:15][CH2:16][CH2:17][CH2:18][O:1][C:2]1[CH:3]=[CH:4][C:5]([CH:6]([OH:12])[C:7]([O:9][CH2:10][CH3:11])=[O:8])=[CH:13][CH:14]=1 |f:2.3.4|. Procedure: A solution of ethyl 4-hydroxymandelate (19.6 g, 0.1 mol), 1,3-dibromopropane (60.75 g, 0.3 mol) and cesium carbonate (35.75 g, 0.11 mol) in dry DMF (200 mL) was stirred at room temperature overnight. The reaction mixture was partitioned between ethyl acetate and 1.0 N HCl. The organic layer was washed twice with water, once with brine and then dried over sodium sulfate. The organic layer was then filtered and the solvent remove in vacuo. The resulting oil was chromatographed on silica gel, using... Starting materials: C(C)(C)(C)OC(N[C@@](CCC1=CC=C(C=C1)O[Si](C)(C)C(C)(C)C)(C)C(O[SiH2]C(C)(C)C)(C)C)=O ({(R)-1-(tert-Butyl-dimethyl-silanyloxymethyl)-3-[4-(tert-butyl-dimethyl-silanyloxy)-phenyl]-1-methyl-propyl}-carbamic acid tert-butyl ester), O (H2O), CCOC(=O)C (AcOEt), C(=O)(O)[O-].[Na+] (NaHCO3). The reagents and catalysts are C(F)(F)(F)S(=O)(=O)[O-].C(F)(F)(F)S(=O)(=O)[O-].C(F)(F)(F)S(=O)(=O)[O-].[Sc+3] (Sc(OTf)3). Run in C(C)#N (acetonitrile). Reaction conditions: time 3 hour. Product: C(C)(C)(C)OC(N[C@@](CCC1=CC=C(C=C1)O[Si](C)(C)C(C)(C)C)(C)CO)=O ({(R)-3-[4-(tert-Butyl-dimethyl-silanyloxy)-phenyl]-1-hydroxymethyl-1-methyl-propyl}-carbamic acid tert-butyl ester). As a reaction SMILES: [C:1]([O:5][C:6](=[O:35])[NH:7][C@:8]([C:26](C)(C)[O:27][SiH2]C(C)(C)C)([CH3:25])[CH2:9][CH2:10][C:11]1[CH:16]=[CH:15][C:14]([O:17][Si:18]([C:21]([CH3:24])([CH3:23])[CH3:22])([CH3:20])[CH3:19])=[CH:13][CH:12]=1)([CH3:4])([CH3:3])[CH3:2].O.CCOC(C)=O.C([O-])(O)=O.[Na+]>C(#N)C.C(S([O-])(=O)=O)(F)(F)F.C(S([O-])(=O)=O)(F)(F)F.C(S([O-])(=O)=O)(F)(F)F.[Sc+3]>[C:1]([O:5][C:6](=[O:35])[NH:7][C@:8]([CH2:26][OH:27])([CH3:25])[CH2:9][CH2:10][C:11]1[CH:16]=[CH:15][C:14]([O:17][Si:18]([C:21]([CH3:24])([CH3:23])[CH3:22])([CH3:19])[CH3:20])=[CH:13][CH:12]=1)([CH3:4])([CH3:2])[CH3:3] |f:3.4,6.7.8.9|. Procedure: To a stirred solution of {(R)-1-(tert-Butyl-dimethyl-silanyloxymethyl)-3-[4-(tert-butyl-dimethyl-silanyloxy)-phenyl]-1-methyl-propyl}-carbamic acid tert-butyl ester (8.84 g, 16.8 mMol) in acetonitrile (150 ml) is added H2O (1.52 ml, 84.3 mMol) and Sc(OTf)3 (83 mg, 0.2 mMol). The reaction is stirred at RT for 3 hours. The reaction mixture is then poured onto a biphasic mixture of AcOEt and NaHCO3 (saturated aqueous solution). The aqueous phase is extracted with AcOEt (3 times). The combined organ... Reactants: C=CC[Si](Cl)(Cl)Cl, ClCCl, C1CCC2=NCCCN2CC1, CC(C)(O)C(C)(C)O. Product: C=CC[Si]1(Cl)OC(C)(C)C(C)(C)O1. As a reaction SMILES: [CH2:1]([CH:2]=[CH2:3])[Si:4]([Cl:5])([Cl:6])[Cl:7].[Cl:27][CH2:28][Cl:29].[N:8]12[CH2:9][CH2:10][CH2:11][N:12]=[C:13]1[CH2:14][CH2:15][CH2:16][CH2:17][CH2:18]2.[OH:19][C:20]([CH3:21])([CH3:22])[C:23]([CH3:24])([CH3:25])[OH:26]>>[CH2:1]([CH:2]=[CH2:3])[Si:4]1([Cl:7])[O:19][C:20]([CH3:21])([CH3:22])[C:23]([CH3:24])([CH3:25])[O:26]1.